From a dataset of the Open Reaction Database (ORD), a public repository of structured organic reaction records. describe an organic reaction: reactants, conditions, products, and yield The reactants are C(C)(C)(C)OC(NCC1=CC=C(C=C1)C(NCCN1CCCC1)=O)=O ([4-(2-Pyrrolidin-1-yl-ethylcarbamoyl)-benzyl]-carbamic acid tert-butyl ester), Cl (HCl). Run in CO (MeOH), CC(C)O (IPA). Conditions: time 5 hour. The product is Cl.Cl.NCC1=CC=C(C(=O)NCCN2CCCC2)C=C1 (4-Aminomethyl-N-(2-pyrrolidin-1-yl-ethyl)-benzamide dihydrochloride). RXN SMILES: C(OC(=O)[NH:7][CH2:8][C:9]1[CH:14]=[CH:13][C:12]([C:15](=[O:24])[NH:16][CH2:17][CH2:18][N:19]2[CH2:23][CH2:22][CH2:21][CH2:20]2)=[CH:11][CH:10]=1)(C)(C)C.[ClH:26]>CO.CC(O)C>[ClH:26].[ClH:26].[NH2:7][CH2:8][C:9]1[CH:10]=[CH:11][C:12]([C:15]([NH:16][CH2:17][CH2:18][N:19]2[CH2:23][CH2:22][CH2:21][CH2:20]2)=[O:24])=[CH:13][CH:14]=1 |f:4.5.6|. Procedure: To a solution of [4-(2-Pyrrolidin-1-yl-ethylcarbamoyl)-benzyl]-carbamic acid tert-butyl ester (400 mg, 1.15 mmol) in MeOH (30 mL) was added 6M HCl in IPA (25 mL). The mixture was stirred at ambient temperature for 5 h. After this time a precipitate had formed and was filtered and dried to yield the title compound. m/z (M+1) 248.34.